This data is from the Open Reaction Database (ORD), a public repository of structured organic reaction records. The task is: describe an organic reaction: reactants, conditions, products, and yield Reactants: FC(C(C(F)(F)F)(O)C1=CC(=C(C=N1)N1CCN(CC1)C(=O)OC(C)(C)C)CCC)(F)F (tert-Butyl 4-[6-(1,1,1,3,3,3-hexafluoro-2-hydroxypropan-2-yl)-4-propylpyridin-3-yl]piperazine-1-carboxylate), O (water), [H-].[Na+] (Sodium hydride), C(C1=CC=CC=C1)Br (benzyl bromide). Solvent: CN(C=O)C (N,N-dimethylformamide). Conditions: time 8 hour. The product is C(C1=CC=CC=C1)OC(C(F)(F)F)(C(F)(F)F)C1=CC(=C(C=N1)N1CCN(CC1)C(=O)OC(C)(C)C)CCC (tert-butyl 4-{6-[2-(benzyloxy)-1,1,1,3,3,3-hexafluoropropan-2-yl]-4-propylpyridin-3-yl}piperazine-1-carboxylate). The yield is 76.3%. RXN SMILES: [F:1][C:2]([F:32])([F:31])[C:3]([C:9]1[N:14]=[CH:13][C:12]([N:15]2[CH2:20][CH2:19][N:18]([C:21]([O:23][C:24]([CH3:27])([CH3:26])[CH3:25])=[O:22])[CH2:17][CH2:16]2)=[C:11]([CH2:28][CH2:29][CH3:30])[CH:10]=1)([OH:8])[C:4]([F:7])([F:6])[F:5].[H-].[Na+].[CH2:35](Br)[C:36]1[CH:41]=[CH:40][CH:39]=[CH:38][CH:37]=1.O>CN(C)C=O>[CH2:35]([O:8][C:3]([C:9]1[N:14]=[CH:13][C:12]([N:15]2[CH2:20][CH2:19][N:18]([C:21]([O:23][C:24]([CH3:25])([CH3:26])[CH3:27])=[O:22])[CH2:17][CH2:16]2)=[C:11]([CH2:28][CH2:29][CH3:30])[CH:10]=1)([C:4]([F:7])([F:6])[F:5])[C:2]([F:1])([F:31])[F:32])[C:36]1[CH:41]=[CH:40][CH:39]=[CH:38][CH:37]=1 |f:1.2|. Procedure: tert-Butyl 4-[6-(1,1,1,3,3,3-hexafluoro-2-hydroxypropan-2-yl)-4-propylpyridin-3-yl]piperazine-1-carboxylate (60 mg, 0.126 mmol) was dried with a vacuum pump, and dissolved in N,N-dimethylformamide (2.5 mL). Sodium hydride (7.3 mg, 0.152 mmol) and benzyl bromide (17 μL, 0.139 mmol) were added sequentially under ice-cold conditions, and the mixture was stirred at room temperature overnight. The reaction solution was added water under ice-cold conditions, and extracted with ethyl acetate. The organ... Reactants: ClC(C(=O)C1=CC=C2CN(C3=C(CN21)C=CC=C3)C(C3=CC=C(C=C3)C3CCCCC3)=O)(Cl)Cl (2,2,2-Trichloro-1-[10-(4-cyclohexyl-benzoyl)-10,11-dihydro-5H-pyrrolo[2,1-c][1,4]benzodiazepin-3-yl]-1-ethanone), NN (hydrazine). Solvent: C(C)O (ethanol). Run at time 8 hour. Yields the product C1(CCCCC1)C1=CC=C(C(=O)N2CC=3N(CC4=C2C=CC=C4)C(=CC3)C(=O)NN)C=C1 (10-(4-Cyclohexy-benzoyl)-10,11-dihydro-5H-pyrrolo[2,1-c][1,4]benzodiazepine-3-carboxylic acid hydrazide). As a reaction SMILES: ClC(Cl)(Cl)[C:3]([C:5]1[N:14]2[C:8]([CH2:9][N:10]([C:19](=[O:32])[C:20]3[CH:25]=[CH:24][C:23]([CH:26]4[CH2:31][CH2:30][CH2:29][CH2:28][CH2:27]4)=[CH:22][CH:21]=3)[C:11]3[CH:18]=[CH:17][CH:16]=[CH:15][C:12]=3[CH2:13]2)=[CH:7][CH:6]=1)=[O:4].[NH2:35][NH2:36]>C(O)C>[CH:26]1([C:23]2[CH:24]=[CH:25][C:20]([C:19]([N:10]3[C:11]4[CH:18]=[CH:17][CH:16]=[CH:15][C:12]=4[CH2:13][N:14]4[C:5]([C:3]([NH:35][NH2:36])=[O:4])=[CH:6][CH:7]=[C:8]4[CH2:9]3)=[O:32])=[CH:21][CH:22]=2)[CH2:31][CH2:30][CH2:29][CH2:28][CH2:27]1. Reported procedure: 2,2,2-Trichloro-1-[10-cyclohexyl-benzoyl]10,11-dihydro-5H-pyrrolo[2,1-c][1,4]benzodiazepin-3-yl]-1-ethanone of Example 7 (1.3 g) was added to a solution of anhydrous hydrazine (0.24 g) in absolute ethanol (50 mL). After stirring overnight at room temperature, the volatiles were removed in vacuo and the residue extracted with dichloromethane. The combined extracts were dried over anhydrous sodium sulfate and filtered through a short column of Magnesol®. Removal of the solvent provided the title c... The reactants are FC=1C=C(C=CC1F)C(C)=O (3′,4′-difluoroacetophenone), FC1=CC=C(C=C1)C1=NC=C(C(=O)O)C=C1 (6-(4-fluorophenyl)nicotinic acid). The product is FC=1C=C(C=CC1F)C1=NC=C(C(=O)O)C=C1 (6-(3,4-Difluorophenyl)nicotinic acid). As a reaction SMILES: [F:1][C:2]1[CH:3]=[C:4]([C:9](=O)[CH3:10])[CH:5]=[CH:6][C:7]=1[F:8].FC1C=CC(C2C=[CH:26][C:22]([C:23]([OH:25])=[O:24])=[CH:21][N:20]=2)=CC=1>>[F:1][C:2]1[CH:3]=[C:4]([C:9]2[CH:10]=[CH:26][C:22]([C:23]([OH:25])=[O:24])=[CH:21][N:20]=2)[CH:5]=[CH:6][C:7]=1[F:8]. Procedure details: The title compound was prepared from 3′,4′-difluoroacetophenone using the procedures outlined for 6-(4-fluorophenyl)nicotinic acid (D1-D3). The reactants are C1=C(C=CC2=CC=CC=C12)OC1C2=C(CNCC1)C=C(C=C2)C=2N=NC=CC2 ((+)-5-(naphthalen-2-yloxy)-8-(pyridazin-3-yl)-2,3,4,5-tetrahydro-1H-benzo[c]azepine), C([C@H](O)[C@@H](O)C(=O)O)(=O)O (L-tartaric acid), resultant solution, O (water). Solvent: CO (methanol). The product is C(=O)(O)C(O)C(O)C(=O)O.C1=C(C=CC2=CC=CC=C12)OC1C2=C(CNCC1)C=C(C=C2)C=2N=NC=CC2 ((+)-5-(naphthalen-2-yloxy)-8-(pyridazin-3-yl)-2,3,4,5-tetrahydro-1H-benzo[c]azepine, tartrate salt). Yield: 93.4%. As a reaction SMILES: [CH:1]1[C:10]2[C:5](=[CH:6][CH:7]=[CH:8][CH:9]=2)[CH:4]=[CH:3][C:2]=1[O:11][CH:12]1[CH2:18][CH2:17][NH:16][CH2:15][C:14]2[CH:19]=[C:20]([C:23]3[N:24]=[N:25][CH:26]=[CH:27][CH:28]=3)[CH:21]=[CH:22][C:13]1=2.[C:29]([OH:38])(=[O:37])[C@@H:30]([C@H:32]([C:34]([OH:36])=[O:35])[OH:33])[OH:31].O>CO>[C:34]([CH:32]([CH:30]([C:29]([OH:38])=[O:37])[OH:31])[OH:33])([OH:36])=[O:35].[CH:1]1[C:10]2[C:5](=[CH:6][CH:7]=[CH:8][CH:9]=2)[CH:4]=[CH:3][C:2]=1[O:11][CH:12]1[CH2:18][CH2:17][NH:16][CH2:15][C:14]2[CH:19]=[C:20]([C:23]3[N:24]=[N:25][CH:26]=[CH:27][CH:28]=3)[CH:21]=[CH:22][C:13]1=2 |f:4.5|. Procedure details: To a solution of the product (45 mg, 0.12 mmol) from Step J above in methanol (1 mL) was added L-tartaric acid (17 mg, 0.12 mmol) followed by slow addition of water (5 mL). The resultant solution was lyophilized overnight to give (+)-5-(naphthalen-2-yloxy)-8-(pyridazin-3-yl)-2,3,4,5-tetrahydro-1H-benzo[c]azepine, tartrate salt (58 mg, 94%, AUC HPLC>99%) as white solid: mp 122-124° C.; 1H NMR (CD3OD, 500 MHz) δ 9.18 (d, J=5.0 Hz, 1H), 8.21 (s, 1H), 8.19 (d, J=8.7 Hz, 1H), 8.09 (d, J=8.0 Hz, 1H), ... Reactants: Cl.ClCC1=NC2=CC=CC=C2C=C1 (2-(chloromethyl)quinoline hydrochloride), OC(CO)C1=CC=C(C=C1)O (2-hydroxy-2-(4-hydroxyphenyl)ethanol), C(=O)([O-])[O-].[K+].[K+] (K2CO3). Run in CN(C=O)C (N,N-dimethylformamide). Product: OC(C)(O)C1=CC=C(C=C1)OCC1=NC2=CC=CC=C2C=C1 (1-hydroxy-1-(4-(2-quinolinylmethoxy)phenyl)ethanol). As a reaction SMILES: Cl.Cl[CH2:3][C:4]1[CH:13]=[CH:12][C:11]2[C:6](=[CH:7][CH:8]=[CH:9][CH:10]=2)[N:5]=1.[OH:14][CH:15]([C:18]1[CH:23]=[CH:22][C:21]([OH:24])=[CH:20][CH:19]=1)[CH2:16]O.C([O-])([O-])=[O:26].[K+].[K+]>CN(C)C=O>[OH:26][C:15]([C:18]1[CH:23]=[CH:22][C:21]([O:24][CH2:3][C:4]2[CH:13]=[CH:12][C:11]3[C:6](=[CH:7][CH:8]=[CH:9][CH:10]=3)[N:5]=2)=[CH:20][CH:19]=1)([OH:14])[CH3:16] |f:0.1,3.4.5|. Procedure: A mixture containing 2-(chloromethyl)quinoline hydrochloride (2.68 g), 2-hydroxy-2-(4-hydroxyphenyl)ethanol (1.74 g) and anhydrous K2CO3 (4.70 g) was stirred at room temperature in dry N,N-dimethylformamide (DMF) for 3 days. DMF was removed under reduced pressure and the residue was partitioned between CH2Cl2 and water. The aqueous phase was re-extracted with CH2Cl2 and the combined organic phase was washed with brine, dried and concentrated. The title compound was obtained after recrystallizati...